From a dataset of the Open Reaction Database (ORD), a public repository of structured organic reaction records. describe an organic reaction: reactants, conditions, products, and yield Starting materials: N#CCc1ccc2c(c1)CCC2, Cc1ccccc1, ClCCBr, [Na+], [OH-], O. The product is N#CC1(c2ccc3c(c2)CCC3)CC1. Reaction SMILES: [CH2:1]1[CH2:2][CH2:3][c:4]2[cH:5][c:6]([CH2:10][C:11]#[N:12])[cH:7][cH:8][c:9]21.[CH3:19][c:20]1[cH:21][cH:22][cH:23][cH:24][cH:25]1.[Cl:15][CH2:16][CH2:17][Br:18].[Na+:14].[OH-:13].[OH2:26]>>[CH2:1]1[CH2:2][CH2:3][c:4]2[cH:5][c:6]([C:10]3([C:11]#[N:12])[CH2:16][CH2:17]3)[cH:7][cH:8][c:9]21. Starting materials: NC(=S)N (thiourea), C(C)OC(C(C(CCl)=O)=CC)=O (2-Ethylidene-3-oxo-4-chlorobutyric acid ethyl ester), C(C)(=O)[O-].[Na+] (sodium acetate). The solvent is O1CCCC1 (tetrahydrofuran), O (water). Conditions: time 20 hour. The product is C(C)OC(=O)C(=CC)C=1N=C(SC1)N (1-(2-Aminothiazol-4-yl)-1-propencarboxylic acid ethyl ester). As a reaction SMILES: [CH2:1]([O:3][C:4](=[O:12])[C:5](=[CH:10][CH3:11])[C:6](=O)[CH2:7]Cl)[CH3:2].C([O-])(=O)C.[Na+].[NH2:18][C:19]([NH2:21])=[S:20]>O1CCCC1.O>[CH2:1]([O:3][C:4]([C:5]([C:6]1[N:18]=[C:19]([NH2:21])[S:20][CH:7]=1)=[CH:10][CH3:11])=[O:12])[CH3:2] |f:1.2|. Procedure details: to a solution of 190 g of the product of example 81 in 400 ml tetrahydrofuran were added first a solution of 82 g sodium acetate in 150 ml of water and then 76 g thiourea. The solution was stirred at room temperature for 20 hours, then the THF was distilled off and acetic acid ethyl ester was added to the residue. Starting materials: CCC1CC(O)CC1c1nnc2cnc3c(ccn3COCC[Si](C)(C)C)n12, C1CCOC1, FC(F)(F)CS, CC(C)OC(=O)N=NC(=O)OC(C)C. Product: CCC1CC(SCC(F)(F)F)CC1c1nnc2cnc3c(ccn3COCC[Si](C)(C)C)n12. Reaction SMILES: [CH2:15]([CH3:16])[CH:17]1[CH2:18][CH:19]([OH:42])[CH2:20][CH:21]1[c:22]1[n:23][n:24][c:25]2[n:26]1[c:27]1[c:28]([n:29][cH:30]2)[n:31]([CH2:34][O:35][CH2:36][CH2:37][Si:38]([CH3:39])([CH3:40])[CH3:41])[cH:32][cH:33]1.[CH2:49]1[O:50][CH2:51][CH2:52][CH2:53]1.[F:43][C:44]([CH2:45][SH:46])([F:47])[F:48].[O:1]=[C:2]([O:3][CH:4]([CH3:5])[CH3:6])[N:7]=[N:8][C:9]([O:10][CH:11]([CH3:12])[CH3:13])=[O:14]>>[CH2:15]([CH3:16])[CH:17]1[CH2:18][CH:19]([S:46][CH2:45][C:44]([F:43])([F:47])[F:48])[CH2:20][CH:21]1[c:22]1[n:23][n:24][c:25]2[n:26]1[c:27]1[c:28]([n:29][cH:30]2)[n:31]([CH2:34][O:35][CH2:36][CH2:37][Si:38]([CH3:39])([CH3:40])[CH3:41])[cH:32][cH:33]1. Starting materials: C([C@@H](O)C1=CC=CC=C1)(=O)O (L-(+)-mandelic acid), C1(CC1)COCCC1=CC=C(OCC(CN)O)C=C1 ((±)-3-[4-(2-(Cyclopropylmethoxy)ethyl)phenoxy]-2-hydroxypropylamine). Solvent: CO (methanol), O (water), O (water). Conditions: time 5 minute. The product is C(C(O)C1=CC=CC=C1)(=O)[O-] (mandelate), C1(CC1)COCCC1=CC=C(OCC(CN)O)C=C1 (3-[4-(2-(cyclopropylmethoxy)ethyl)phenoxy]-2-hydroxypropylamine). Yield: 20.2%. RXN SMILES: [CH:1]1([CH2:4][O:5][CH2:6][CH2:7][C:8]2[CH:19]=[CH:18][C:11]([O:12][CH2:13][CH:14]([OH:17])[CH2:15][NH2:16])=[CH:10][CH:9]=2)[CH2:3][CH2:2]1.[C:20]([OH:30])(=[O:29])[C@H:21]([C:23]1[CH:28]=[CH:27][CH:26]=[CH:25][CH:24]=1)[OH:22]>O.CO>[C:20]([O-:30])(=[O:29])[CH:21]([C:23]1[CH:28]=[CH:27][CH:26]=[CH:25][CH:24]=1)[OH:22].[CH:1]1([CH2:4][O:5][CH2:6][CH2:7][C:8]2[CH:9]=[CH:10][C:11]([O:12][CH2:13][CH:14]([OH:17])[CH2:15][NH2:16])=[CH:18][CH:19]=2)[CH2:3][CH2:2]1. Procedure details: (±)-3-[4-(2-(Cyclopropylmethoxy)ethyl)phenoxy]-2-hydroxypropylamine (25 g) was dissolved in hot water (200 ml) and methanol (50 ml). To this solution was added, with vigorous stirring, a solution of L-(+)-mandelic acid (14.35 g) in hot water (200 ml). The mixture was stirred for five minutes, cooled and seeded to give crystals. These were collected and recrystallised three times from hot water to afford a mandelate salt of 3-[4-(2-(cyclopropylmethoxy)ethyl)phenoxy]-2-hydroxypropylamine (5.04 g).... The reactants are CCOC(=O)c1ncc2c(c1O)c(C#N)c(-c1ccc(F)cc1)n2-c1ccccc1, O=C1CCC(=O)N1Br. The product is CCOC(=O)c1nc(Br)c2c(c1O)c(C#N)c(-c1ccc(F)cc1)n2-c1ccccc1. As a reaction SMILES: [CH2:1]([CH3:2])[O:3][C:4](=[O:5])[c:6]1[c:7]([OH:30])[c:8]2[c:9]([cH:10][n:11]1)[n:12](-[c:24]1[cH:25][cH:26][cH:27][cH:28][cH:29]1)[c:13](-[c:17]1[cH:18][cH:19][c:20]([F:23])[cH:21][cH:22]1)[c:14]2[C:15]#[N:16].[O:31]=[C:32]1[N:33]([Br:38])[C:34](=[O:35])[CH2:36][CH2:37]1>>[CH2:1]([CH3:2])[O:3][C:4](=[O:5])[c:6]1[c:7]([OH:30])[c:8]2[c:9]([c:10]([Br:38])[n:11]1)[n:12](-[c:24]1[cH:25][cH:26][cH:27][cH:28][cH:29]1)[c:13](-[c:17]1[cH:18][cH:19][c:20]([F:23])[cH:21][cH:22]1)[c:14]2[C:15]#[N:16]. Procedure details: To a solution of 7-hydroxy-1′-pentyl-6,7-dihydrospiro[indeno[5,6-d][1,3]dioxole-5,3′-indol]-2′(1′H)-one (0.05 g, 0.14 mmol) in THF (10.0 mL) was added sodium hydride (0.01 mg, 0.21 mmol) at 0° C. The reaction mixture was stirred for half an hour followed by the addition of iodomethane (0.50 mL). The mixture was stirred at ambient temperature for two hours, then poured into water (100 mL), and extracted with ethyl acetate (100 mL). The organic layer was washed with water, dried over sodium sulfat... The yield is 57.0%. Product: COC1CC2(C(N(C3=CC=CC=C23)CCCCC)=O)C2=CC3=C(OCO3)C=C12 (7-methoxy-1′-pentyl-6,7-dihydrospiro[indeno[5,6-d][1,3]dioxole-5,3′-indol]-2′(1H)-one). Run in C1CCOC1 (THF). The reactants are OC1CC2(C(N(C3=CC=CC=C23)CCCCC)=O)C2=CC3=C(OCO3)C=C12 (7-hydroxy-1′-pentyl-6,7-dihydrospiro[indeno[5,6-d][1,3]dioxole-5,3′-indol]-2′(1′H)-one), [H-].[Na+] (sodium hydride), O (water), IC (iodomethane). Reaction SMILES: [OH:1][CH:2]1[C:27]2[C:19](=[CH:20][C:21]3[O:25][CH2:24][O:23][C:22]=3[CH:26]=2)[C:4]2([C:12]3[C:7](=[CH:8][CH:9]=[CH:10][CH:11]=3)[N:6]([CH2:13][CH2:14][CH2:15][CH2:16][CH3:17])[C:5]2=[O:18])[CH2:3]1.[H-].[Na+].I[CH3:31].O>C1COCC1>[CH3:31][O:1][CH:2]1[C:27]2[C:19](=[CH:20][C:21]3[O:25][CH2:24][O:23][C:22]=3[CH:26]=2)[C:4]2([C:12]3[C:7](=[CH:8][CH:9]=[CH:10][CH:11]=3)[N:6]([CH2:13][CH2:14][CH2:15][CH2:16][CH3:17])[C:5]2=[O:18])[CH2:3]1 |f:1.2|. Reactants: C(C)(C)(C)OC(=O)NCC1=CC=C(C=C1)CC(N[C@@H](C(F)(F)F)C)=O ((R)—N-(tert-butoxycarbonyl)-4-[(1-methyl-2,2,2-trifluoro-ethylcarbamoyl)-methyl]-benzylamine), Cl (hydrogen chloride). Solvent: C(Cl)Cl (DCM), O1CCOCC1 (dioxane). Run at time 8 hour. Product: C[C@H](C(F)(F)F)NC(=O)CC1=CC=C(CN)C=C1 ((R)-4-[(1-Methyl-2,2,2-trifluoro-ethylcarbamoyl)-methyl]-benzylamine). The yield is 93.8%. RXN SMILES: C(OC([NH:8][CH2:9][C:10]1[CH:15]=[CH:14][C:13]([CH2:16][C:17](=[O:25])[NH:18][C@H:19]([CH3:24])[C:20]([F:23])([F:22])[F:21])=[CH:12][CH:11]=1)=O)(C)(C)C.Cl>C(Cl)Cl.O1CCOCC1>[CH3:24][C@@H:19]([NH:18][C:17]([CH2:16][C:13]1[CH:12]=[CH:11][C:10]([CH2:9][NH2:8])=[CH:15][CH:14]=1)=[O:25])[C:20]([F:23])([F:21])[F:22]. Procedure: Dissolve (R)—N-(tert-butoxycarbonyl)-4-[(1-methyl-2,2,2-trifluoro-ethylcarbamoyl)-methyl]-benzylamine (155 mg, 0.43 mmol) in DCM (8 mL). Add 4M hydrogen chloride in dioxane (0.85 mL) and stir at room temperature overnight. Concentrate in vacuo and partition the hydrochloride salt between saturated aqueous NaHCO3 and EtOAc. Extract the aqueous phase twice with EtOAc. Dry the combined organic extracts over Na2SO4, filter and concentrate in vacuo to obtain the title compound (105 mg, 91%). MS (ES+)... Reactants: 3,3,3-Tritluoropropyl(1,2,3,4-tetrahydroisoquinolinyl)dimethoxysilane, C(C)(C)[Mg]Cl (isopropyl-magnesium chloride), solution, C1NCCC2=CC=CC=C12 (1,2,3,4-Tetrahydroisoquinoline), FC(CC[Si](OC)(OC)OC)(F)F (3,3,3-Trifluoropropyltrimethoxysilane). Run in C1CCOC1 (THF), O1CCCC1 (tetrahydrofuran). Reaction conditions: temperature 15 celsius, time 2 hour. Product: FC(CC[Si](OC)(OC)C1NCCC2=CC=CC=C12)(F)F (3,3,3-trifluoropropyl(1,2,3,4-tetrahydroisoquinolinyl)dimethoxysilane). Yield: 99.1%. Reaction SMILES: C([Mg]Cl)(C)C.[CH2:6]1[C:15]2[C:10](=[CH:11][CH:12]=[CH:13][CH:14]=2)[CH2:9][CH2:8][NH:7]1.[F:16][C:17]([F:28])([F:27])[CH2:18][CH2:19][Si:20](OC)([O:23][CH3:24])[O:21][CH3:22]>C1COCC1>[F:28][C:17]([F:16])([F:27])[CH2:18][CH2:19][Si:20]([CH:6]1[C:15]2[C:10](=[CH:11][CH:12]=[CH:13][CH:14]=2)[CH2:9][CH2:8][NH:7]1)([O:21][CH3:22])[O:23][CH3:24]. Procedure details: 3,3,3-Tritluoropropyl(1,2,3,4-tetrahydroisoquinolinyl)dimethoxysilane--A 500 mL round bottomed flask was charged with tetrahydrofuran (300 mL) and isopropyl-magnesium chloride (30 mL of a 2.0 M solution in THF, 60 mmol). The contents were cooled to 15° C. 1,2,3,4-Tetrahydroisoquinoline (60 mmol) was added over fifteen minutes via pressure equalizing addition funnel. The cold bath was removed and the contents stirred for two hours. 3,3,3-Trifluoropropyltrimethoxysilane (54.5 mmol) was added via p... Reactants: CC(C)(C)N=C=S, [Li]CCCC, C1CCOC1, CCCCCC, N#CCCCSc1cccc(N)n1. Product: CC(C)(C)NC(=S)Nc1cccc(SCCCC#N)n1. Reaction SMILES: [C:14]([CH3:15])([CH3:16])([CH3:17])[N:18]=[C:19]=[S:20].[CH2:21]([Li:22])[CH2:23][CH2:24][CH3:25].[CH2:26]1[O:27][CH2:28][CH2:29][CH2:30]1.[CH3:31][CH2:32][CH2:33][CH2:34][CH2:35][CH3:36].[NH2:1][c:2]1[n:3][c:4]([S:8][CH2:9][CH2:10][CH2:11][C:12]#[N:13])[cH:5][cH:6][cH:7]1>>[NH:1]([c:2]1[n:3][c:4]([S:8][CH2:9][CH2:10][CH2:11][C:12]#[N:13])[cH:5][cH:6][cH:7]1)[C:19]([NH:18][C:14]([CH3:15])([CH3:16])[CH3:17])=[S:20]. The product is C1C2=C(OC1)C=CC=1C3=CC=CC=C3C(C12)=O (2,10-dihydro-1H-fluoreno[2,1-b]furan-10-one). As a reaction SMILES: [C:1]1([C:7]2[C:15]([C:16]([OH:18])=O)=[C:11]3[CH2:12][CH2:13][O:14][C:10]3=[CH:9][CH:8]=2)[CH:6]=[CH:5][CH:4]=[CH:3][CH:2]=1.[Cl-].[Al+3].[Cl-].[Cl-].Cl.C(Cl)Cl>S(Cl)(Cl)=O>[CH2:12]1[CH2:13][O:14][C:10]2[CH:9]=[CH:8][C:7]3[C:1]4[C:2]([C:16](=[O:18])[C:15]=3[C:11]1=2)=[CH:3][CH:4]=[CH:5][CH:6]=4 |f:1.2.3.4|. The reactants are Cl (HCl), C(Cl)Cl (CH2Cl2), ice, C1(=CC=CC=C1)C1=CC=C2C(CCO2)=C1C(=O)O (2,3-dihydro-5-phenyl-4-benzofurancarboxylic acid), resultant suspension, [Cl-].[Al+3].[Cl-].[Cl-] (aluminum chloride). Run in S(=O)(Cl)Cl (thionyl chloride). The yield is 77.7%. Procedure: A magnetically stirred solution of 2,3-dihydro-5-phenyl-4-benzofurancarboxylic acid (0.730 g, 3.04 mmol) in thionyl chloride (250 mL) was heated at reflux for 3 h. The solvent was removed by concentration in vacuo. The residue was digested with CH2Cl2 (150 mL) and the solution concentrated in vacuo. This process was repeated twice. The residue was digested with CH2Cl2 (260 mL) and treated with anhydrous aluminum chloride (0.40 g, 3.00 mmol). The resultant suspension was stirred for 2 h, poured o...